Task: describe an organic reaction: reactants, conditions, products, and yield. Dataset: the Open Reaction Database (ORD), a public repository of structured organic reaction records Starting materials: CON(C(C[C@@H]1N(C[C@@H]([C@H](C1)C1=CC=C(C=C1)OC)OCC=1C=CC2=C(N(CCO2)CCCOC)C1)S(=O)(=O)C1=CC=C(C=C1)C)=O)C (N-methoxy-2-[(2R,4R,5R)-4-(4-methoxy-phenyl)-5-[4-(3-methoxy-propyl)-3,4-dihydro-2H-benzo[1,4]oxazin-6-ylmethoxy]-1-(toluene-4-sulfonyl)-piperidin-2-yl]-N-methyl-acetamide), C(=C)(C)[Mg]Br (isopropenyl magnesium bromide). Product: COC1=CC=C(C=C1)[C@H]1C[C@@H](N(C[C@@H]1OCC=1C=CC2=C(N(CCO2)CCCOC)C1)S(=O)(=O)C1=CC=C(C=C1)C)CC(C(=C)C)=O (1-[(2R,4R,5R)-4-(4-Methoxy-phenyl)-5-[4-(3-methoxy-propyl)-3,4-dihydro-2H-benzo[1,4]oxazin-6-ylmethoxy]-1-(toluene-4-sulfonyl)-piperidin-2-yl]-3-methyl-but-3-en-2-one). As a reaction SMILES: CON(C)[C:4](=[O:47])[CH2:5][C@H:6]1[CH2:11][C@H:10]([C:12]2[CH:17]=[CH:16][C:15]([O:18][CH3:19])=[CH:14][CH:13]=2)[C@@H:9]([O:20][CH2:21][C:22]2[CH:23]=[CH:24][C:25]3[O:30][CH2:29][CH2:28][N:27]([CH2:31][CH2:32][CH2:33][O:34][CH3:35])[C:26]=3[CH:36]=2)[CH2:8][N:7]1[S:37]([C:40]1[CH:45]=[CH:44][C:43]([CH3:46])=[CH:42][CH:41]=1)(=[O:39])=[O:38].[C:49]([Mg]Br)([CH3:51])=[CH2:50]>>[CH3:19][O:18][C:15]1[CH:14]=[CH:13][C:12]([C@@H:10]2[C@@H:9]([O:20][CH2:21][C:22]3[CH:23]=[CH:24][C:25]4[O:30][CH2:29][CH2:28][N:27]([CH2:31][CH2:32][CH2:33][O:34][CH3:35])[C:26]=4[CH:36]=3)[CH2:8][N:7]([S:37]([C:40]3[CH:41]=[CH:42][C:43]([CH3:46])=[CH:44][CH:45]=3)(=[O:39])=[O:38])[C@@H:6]([CH2:5][C:4](=[O:47])[C:49]([CH3:51])=[CH2:50])[CH2:11]2)=[CH:17][CH:16]=1. Procedure details: Similar to example 29b, 0.20 g of N-methoxy-2-[(2R,4R,5R)-4-(4-methoxy-phenyl)-5-[4-(3-methoxy-propyl)-3,4-dihydro-2H-benzo[1,4]oxazin-6-ylmethoxy]-1-(toluene-4-sulfonyl)-piperidin-2-yl]-N-methyl-acetamide (from example 29c) are reacted with isopropenyl magnesium bromide (0.5M in tetrahydrofuran) to afford the crude title compound as a yellow-brown oil which is used in the next step without any further purification. Rf=0.22 (EtOAc-heptane 1:1); Rt=5.49. Reactants: C(C)(C)(C)OC(=O)N1CC2=CC=CC=C2CC1C(NC(C(=O)N1CCC(CC1)C1=CC=CC=2CCC(CC12)N1CCOCC1)C1=CC=C(C=C1)Cl)=O (3-{1-(4-chloro-phenyl)-2-[4-(7-morpholin-4-yl-5,6,7,8-tetrahydro-naphthalen-1-yl)-piperidin-1-yl]-2-oxo-ethylcarbamoyl}-3,4-dihydro-1H-isoquinolin-2-carboxylic acid tert-butyl ester), C(=O)(C(F)(F)F)O (TFA), C(Cl)Cl (DCM). Reaction conditions: time 45 minute. Product: ClC1=CC=C(CC(C(=O)N2CCC(CC2)C2=CC=CC=3CCC(CC23)N2CCOCC2)NC(=O)C2NCC3=CC=CC=C3C2)C=C1 (1,2,3,4-Tetrahydro-isoquinoline-3-carboxylic acid {1-(4-chloro-benzyl)-2-[4-(7-morpholin-4-yl-5,6,7,8-tetrahydro-naphthalen-1-yl)-piperidin-1-yl]-2-oxo-ethyl}-amide). Isolated yield 94.0%. As a reaction SMILES: C(OC([N:8]1[CH:17]([C:18](=[O:52])[NH:19][CH:20]([C:45]2[CH:50]=[CH:49][C:48](Cl)=CC=2)[C:21]([N:23]2[CH2:28][CH2:27][CH:26]([C:29]3[C:38]4[CH2:37][CH:36]([N:39]5[CH2:44][CH2:43][O:42][CH2:41][CH2:40]5)[CH2:35][CH2:34][C:33]=4[CH:32]=[CH:31][CH:30]=3)[CH2:25][CH2:24]2)=[O:22])[CH2:16][C:15]2[C:10](=[CH:11][CH:12]=[CH:13][CH:14]=2)[CH2:9]1)=O)(C)(C)C.[C:53](O)([C:55](F)(F)F)=O.[CH2:60]([Cl:62])Cl>>[Cl:62][C:60]1[CH:48]=[CH:49][C:50]([CH2:45][CH:20]([NH:19][C:18]([CH:17]2[CH2:16][C:15]3[C:10](=[CH:11][CH:12]=[CH:13][CH:14]=3)[CH2:9][NH:8]2)=[O:52])[C:21]([N:23]2[CH2:24][CH2:25][CH:26]([C:29]3[C:38]4[CH2:37][CH:36]([N:39]5[CH2:44][CH2:43][O:42][CH2:41][CH2:40]5)[CH2:35][CH2:34][C:33]=4[CH:32]=[CH:31][CH:30]=3)[CH2:27][CH2:28]2)=[O:22])=[CH:55][CH:53]=1. Procedure details: To compound prepared in Example 19 (0.42 g, 0.567 mmol), in DCM (3 mL), is added TFA (3 mL) and the mixture is stirred at room temperature for about 45 minutes. After concentrating to dryness, the resulting residue is triturated with Et2O, and the resulting solid is collected by filtration and dried to afford about 0.47 g of the final product (94%). EIS-MS 641.2 [M+1] Starting materials: C1CCOC1, Cc1cc(C)n(-c2ccccc2C(O)C(F)(F)F)n1, [H-], Nc1nc(Cl)cc(Cl)n1, [Na+]. The product is Cc1cc(C)n(-c2ccccc2C(Oc2cc(Cl)nc(N)n2)C(F)(F)F)n1. RXN SMILES: [CH2:31]1[O:32][CH2:33][CH2:34][CH2:35]1.[CH3:10][c:11]1[n:12][n:13](-[c:17]2[c:18]([CH:23]([C:24]([F:25])([F:26])[F:27])[OH:28])[cH:19][cH:20][cH:21][cH:22]2)[c:14]([CH3:16])[cH:15]1.[H-:30].[NH2:1][c:2]1[n:3][c:4]([Cl:9])[cH:5][c:6]([Cl:8])[n:7]1.[Na+:29]>>[NH2:1][c:2]1[n:3][c:4]([O:28][CH:23]([c:18]2[c:17](-[n:13]3[n:12][c:11]([CH3:10])[cH:15][c:14]3[CH3:16])[cH:22][cH:21][cH:20][cH:19]2)[C:24]([F:25])([F:26])[F:27])[cH:5][c:6]([Cl:8])[n:7]1. The product is COC(=O)c1cc2cc(-c3cccs3)ccc2s1. The reactants are C[Sn](C)(C)c1cccs1, CCOC(C)=O, CCCCCC, [Cl-], COC(=O)c1cc2cc(I)ccc2s1, [Li+], CN(C)C=O, Cl[Pd]Cl, c1ccc(P(c2ccccc2)c2ccccc2)cc1, c1ccc(P(c2ccccc2)c2ccccc2)cc1. Reaction SMILES: [CH3:1][Sn:2]([c:3]1[s:4][cH:5][cH:6][cH:7]1)([CH3:8])[CH3:9].[CH3:26][CH2:27][O:28][C:29]([CH3:30])=[O:31].[CH3:32][CH2:33][CH2:34][CH2:35][CH2:36][CH3:37].[Cl-:24].[I:10][c:11]1[cH:12][c:13]2[c:14]([s:15][c:16]([C:18](=[O:19])[O:20][CH3:21])[cH:17]2)[cH:22][cH:23]1.[Li+:25].[O:38]=[CH:39][N:40]([CH3:41])[CH3:42].[Pd:43]([Cl:44])[Cl:45].[c:46]1([P:47]([c:48]2[cH:49][cH:50][cH:51][cH:52][cH:53]2)[c:54]2[cH:55][cH:56][cH:57][cH:58][cH:59]2)[cH:60][cH:61][cH:62][cH:63][cH:64]1.[c:65]1([P:66]([c:67]2[cH:68][cH:69][cH:70][cH:71][cH:72]2)[c:73]2[cH:74][cH:75][cH:76][cH:77][cH:78]2)[cH:79][cH:80][cH:81][cH:82][cH:83]1>>[c:3]1(-[c:11]2[cH:12][c:13]3[c:14]([s:15][c:16]([C:18](=[O:19])[O:20][CH3:21])[cH:17]3)[cH:22][cH:23]2)[s:4][cH:5][cH:6][cH:7]1. The reactants are C(C1=CC=CC=C1)SC=1C=C(N)C=CC1 (3-(benzylsulfanyl)aniline), CCOC=C(C(=O)OCC)C(=O)OCC (diethyl ethoxymethylene malonate), CCCCCCC (heptane). The solvent is C1(=CC=CC=C1)OC1=CC=CC=C1 (diphenyl ether). Reaction conditions: temperature 265 celsius, time 45 minute. Product: C(C1=CC=CC=C1)SC1=CC=C2C(=C(C=NC2=C1)C(=O)OCC)O (Ethyl 7-(benzylsulfanyl)-4-hydroxy-3-quinolinecarboxylate). Isolated yield 71.3%. Reaction SMILES: [CH2:1]([S:8][C:9]1[CH:10]=[C:11]([CH:13]=[CH:14][CH:15]=1)[NH2:12])[C:2]1[CH:7]=[CH:6][CH:5]=[CH:4][CH:3]=1.CC[O:18][CH:19]=[C:20]([C:26](OCC)=O)[C:21]([O:23][CH2:24][CH3:25])=[O:22].CCCCCCC>C1(OC2C=CC=CC=2)C=CC=CC=1>[CH2:1]([S:8][C:9]1[CH:10]=[C:11]2[C:13]([C:19]([OH:18])=[C:20]([C:21]([O:23][CH2:24][CH3:25])=[O:22])[CH:26]=[N:12]2)=[CH:14][CH:15]=1)[C:2]1[CH:3]=[CH:4][CH:5]=[CH:6][CH:7]=1. Reported procedure: A mixture of 7.40 g of 3-(benzylsulfanyl)aniline from Preparation No. 28 and 7.70 g of diethyl ethoxymethylene malonate is heated at 135° C. under a gentle flow of argon for 2 h, then diluted with 30 mL of diphenyl ether and heated to 260-270° C. After 45 min, the solution was added to 500 mL of stirred heptane. The resulting solid was filtered, washed well with hexane, and dried under vacuum to afford 8.32 g of the title compound. Reactants: NC1=C(C(=NO1)C)Br (5-amino-4-bromo-3-methylisoxazole), CN(C1=C2C=CC=C(C2=CC=C1)S(=O)(=O)Cl)C (5-dimethylaminonaphthalenesulfonyl chloride). Yields the product CN(C1=C2C=CC=C(C2=CC=C1)S(=O)(=O)NC1=C(C(=NO1)C)Br)C (5-Dimethylamino-N-(4-bromo-3-methyl-5-isoxazolyl)-1-naphthalenesulfonamide). Isolated yield 68.0%. RXN SMILES: [NH2:1][C:2]1[O:6][N:5]=[C:4]([CH3:7])[C:3]=1[Br:8].[CH3:9][N:10]([CH3:25])[C:11]1[CH:20]=[CH:19][CH:18]=[C:17]2[C:12]=1[CH:13]=[CH:14][CH:15]=[C:16]2[S:21](Cl)(=[O:23])=[O:22]>>[CH3:9][N:10]([CH3:25])[C:11]1[CH:20]=[CH:19][CH:18]=[C:17]2[C:12]=1[CH:13]=[CH:14][CH:15]=[C:16]2[S:21]([NH:1][C:2]1[O:6][N:5]=[C:4]([CH3:7])[C:3]=1[Br:8])(=[O:23])=[O:22]. Procedure: 5-Dimethylamino-N-(4-bromo-3-methyl-5-isoxazolyl)-1-naphthalenesulfonamide was prepared from 5-amino-4-bromo-3-methylisoxazole and 5-dimethylaminonaphthalenesulfonyl chloride according to the procedures described in Example 5. The crude product was purified by recrystallization from ethyl acetate/hexanes to give a crystalline solid, m.p. 87°-89° C., yield 68%.